Dataset: the Open Reaction Database (ORD), a public repository of structured organic reaction records. Task: describe an organic reaction: reactants, conditions, products, and yield The reactants are C(C1=CC=CC=C1)(C1=CC=CC=C1)(C1=CC=CC=C1)NC=1SC=C(N1)/C(/C(=O)OC(C1=CC=CC=C1)C1=CC=CC=C1)=N/O (Benzhydryl 2-(2-tritylaminothiazol-4-yl)-(Z)-2-(hydroxyimino)acetate), BrC1(CCCCC1)C(=O)OC (methyl 1-bromocyclohexane carboxylate). The solvent is C(C)(=O)OCC.CCCCCC (ethyl acetate hexane). Product: C(C1=CC=CC=C1)(C1=CC=CC=C1)(C1=CC=CC=C1)NC=1SC=C(N1)/C(/C(=O)OC(C1=CC=CC=C1)C1=CC=CC=C1)=N/OC1(CCCCC1)C(=O)OC (Benzhydryl 2-(2-tritylaminothiazol-4-yl)-(Z)-2-(1-methoxycarbonylcyclohexyloxyimino)acetate). Yield: 69.0%. As a reaction SMILES: [C:1]([NH:20][C:21]1[S:22][CH:23]=[C:24](/[C:26](=[N:43]/[OH:44])/[C:27]([O:29][CH:30]([C:37]2[CH:42]=[CH:41][CH:40]=[CH:39][CH:38]=2)[C:31]2[CH:36]=[CH:35][CH:34]=[CH:33][CH:32]=2)=[O:28])[N:25]=1)([C:14]1[CH:19]=[CH:18][CH:17]=[CH:16][CH:15]=1)([C:8]1[CH:13]=[CH:12][CH:11]=[CH:10][CH:9]=1)[C:2]1[CH:7]=[CH:6][CH:5]=[CH:4][CH:3]=1.Br[C:46]1([C:52]([O:54][CH3:55])=[O:53])[CH2:51][CH2:50][CH2:49][CH2:48][CH2:47]1>C(OCC)(=O)C.CCCCCC>[C:1]([NH:20][C:21]1[S:22][CH:23]=[C:24](/[C:26](=[N:43]/[O:44][C:46]2([C:52]([O:54][CH3:55])=[O:53])[CH2:51][CH2:50][CH2:49][CH2:48][CH2:47]2)/[C:27]([O:29][CH:30]([C:31]2[CH:36]=[CH:35][CH:34]=[CH:33][CH:32]=2)[C:37]2[CH:38]=[CH:39][CH:40]=[CH:41][CH:42]=2)=[O:28])[N:25]=1)([C:14]1[CH:19]=[CH:18][CH:17]=[CH:16][CH:15]=1)([C:8]1[CH:9]=[CH:10][CH:11]=[CH:12][CH:13]=1)[C:2]1[CH:7]=[CH:6][CH:5]=[CH:4][CH:3]=1 |f:2.3|. Procedure: Benzhydryl 2-(2-tritylaminothiazol-4-yl)-(Z)-2-(hydroxyimino)acetate (2.0 g) was treated with methyl 1-bromocyclohexane carboxylate as described in Example 5a to give the title compound (1.7 g, 69%) as a white solid, m.p. 180°-182° C. (ethyl acetate/hexane). [Found: C: 73.73; H: 5.60; N: 5.69. C45H41N3O5S requires C: 73.45; H: 5.62; N: 5.71%] νmax (KBr) 3406, 2945, 1751, and 1528cm-1, δH (CDCl3) 1.36 (5H, m), 1.72 (3H, m), 2.00 (2H, m), 3.69 (3H, s), 6.46 (1H, s), 6.71 (1H, s), 7.15 (1H, s), 7.2... Reaction SMILES: [Si]([O:8][CH:9]1[CH2:14][CH2:13][N:12]([C:15]2[S:16][CH:17]=[C:18]([C:20]([O:22][CH2:23][C:24]3[CH:29]=[CH:28][C:27]([N+:30]([O-:32])=[O:31])=[CH:26][CH:25]=3)=[O:21])[N:19]=2)[CH2:11][CH2:10]1)(C(C)(C)C)(C)C.C(O)(=O)C.[F-].C([N+](CCCC)(CCCC)CCCC)CCC>O1CCCC1>[N+:30]([C:27]1[CH:28]=[CH:29][C:24]([CH2:23][O:22][C:20]([C:18]2[N:19]=[C:15]([N:12]3[CH2:13][CH2:14][CH:9]([OH:8])[CH2:10][CH2:11]3)[S:16][CH:17]=2)=[O:21])=[CH:25][CH:26]=1)([O-:32])=[O:31] |f:2.3|. Solvent: O1CCCC1 (tetrahydrofuran), O1CCCC1 (tetrahydrofuran). Product: [N+](=O)([O-])C1=CC=C(COC(=O)C=2N=C(SC2)N2CCC(CC2)O)C=C1 (1-(4-p-nitrobenzyloxycarbonyl-1,3-thiazol-2-yl)-4-hydroxypiperidine). Isolated yield 53.9%. Starting materials: [Si](C)(C)(C(C)(C)C)OC1CCN(CC1)C=1SC=C(N1)C(=O)OCC1=CC=C(C=C1)[N+](=O)[O-] (4-t-butyldimethylsilyloxy-1-(4-p-nitrobenzyloxycarbonyl-1,3-thiazol-2-yl)piperidine), C(C)(=O)O (acetic acid), [F-].C(CCC)[N+](CCCC)(CCCC)CCCC (tetrabutylammonium fluoride). Procedure details: To a solution of 4-t-butyldimethylsilyloxy-1-(4-p-nitrobenzyloxycarbonyl-1,3-thiazol-2-yl)piperidine (300 mg, 0.628 mmol) (obtained as described in Reference Example 14(3)) in anhydrous tetrahydrofuran (15 ml) were added acetic acid (0.22 ml, 0.628 mmol) and a solution of 1M tetrabutylammonium fluoride in tetrahydrofuran (3.76 ml, 3.76 mmol) in an ice bath, and the mixture was then stirred at room temperature for 21 hours. After checking the completion of the reaction, the reaction mixture was p... Starting materials: C(C)(C)(C)OC(C[C@H](C(=O)O)CCCC1CCCCC1)=O ((2R)-2-[2-(tert-butoxy)-2-oxoethyl]-5-cyclohexylpentanoic acid), C(=O)(N1C=NC=C1)N1C=NC=C1 (1,1′-carbonyldiimidazole), ONC(C)=N (N-hydroxyacetamidine). The solvent is ClCCl (dichloromethane). Run at time 15 minute. Product: C1(CCCCC1)CCC[C@H](CC(=O)OC(C)(C)C)C1=NC(=NO1)C (tert-Butyl (3R)-6-cyclohexyl-3-(3-methyl-1,2,4-oxadiazol-5-yl)hexanoate). The yield is 57.2%. Reaction SMILES: [C:1]([O:5][C:6](=[O:21])[CH2:7][C@@H:8]([CH2:12][CH2:13][CH2:14][CH:15]1[CH2:20][CH2:19][CH2:18][CH2:17][CH2:16]1)[C:9]([OH:11])=O)([CH3:4])([CH3:3])[CH3:2].C(N1C=CN=C1)(N1C=CN=C1)=O.O[NH:35][C:36](=[NH:38])[CH3:37]>ClCCl>[CH:15]1([CH2:14][CH2:13][CH2:12][C@@H:8]([C:9]2[O:11][N:38]=[C:36]([CH3:37])[N:35]=2)[CH2:7][C:6]([O:5][C:1]([CH3:2])([CH3:3])[CH3:4])=[O:21])[CH2:20][CH2:19][CH2:18][CH2:17][CH2:16]1. Reported procedure: A solution of (2R)-2-[2-(tert-butoxy)-2-oxoethyl]-5-cyclohexylpentanoic acid (Preparation 1) (596 mg, 2.00 mmol) in dichloromethane (8ml) was treated with 1,1′-carbonyldiimidazole (364 mg, 2.25 mol) and the solution was stirred at room temperature for 15 minutes. The N-hydroxyacetamidine (Chem.Ber.; 17; 1884; 2746) (148 mg, 2.00 mmol) was then added and the mixture was stirred for 1 hour. The solvent was removed under reduced pressure and the residue was heated neat under a nitrogen atmosphere f... The reactants are CN(C(=O)C1=CC2=C(N=C(N=C2)Cl)N1[C@@H]1CC[C@H](CC1)C(C)(C)C)C (trans-7-(4-tert-butyl-cyclohexyl)-2-chloro-7H-pyrrolo[2,3-d]pyrimidine-6-carboxylic acid dimethylamide), C(C)(C)(C)OC(=O)N1C2CN(CC1CC2)C(=O)C=2C=NC(=CC2)N (3-(6-Amino-pyridine-3-carbonyl)-3,8-diaza-bicyclo[3.2.1]octane-8-carboxylic acid tert-butyl ester). The product is C(C)(C)(C)OC(=O)N1C2CN(CC1CC2)C(=O)C=2C=NC(=CC2)NC=2N=CC1=C(N2)N(C(=C1)C(N(C)C)=O)C1CCC(CC1)C(C)(C)C (3-{6-[7-(4-tert-Butyl-cyclohexyl)-6-dimethylcarbamoyl-7H-pyrrolo[2,3-d]pyrimidin-2-ylamino]-pyridine-3-carbonyl}-3,8-diaza-bicyclo[3.2.1]octane-8-carboxylic acid tert-butylester). RXN SMILES: [CH3:1][N:2]([CH3:25])[C:3]([C:5]1[N:14]([C@H:15]2[CH2:20][CH2:19][C@H:18]([C:21]([CH3:24])([CH3:23])[CH3:22])[CH2:17][CH2:16]2)[C:8]2[N:9]=[C:10](Cl)[N:11]=[CH:12][C:7]=2[CH:6]=1)=[O:4].[C:26]([O:30][C:31]([N:33]1[CH:38]2[CH2:39][CH2:40][CH:34]1[CH2:35][N:36]([C:41]([C:43]1[CH:44]=[N:45][C:46]([NH2:49])=[CH:47][CH:48]=1)=[O:42])[CH2:37]2)=[O:32])([CH3:29])([CH3:28])[CH3:27]>>[C:26]([O:30][C:31]([N:33]1[CH:34]2[CH2:40][CH2:39][CH:38]1[CH2:37][N:36]([C:41]([C:43]1[CH:44]=[N:45][C:46]([NH:49][C:10]3[N:11]=[CH:12][C:7]4[CH:6]=[C:5]([C:3](=[O:4])[N:2]([CH3:25])[CH3:1])[N:14]([CH:15]5[CH2:20][CH2:19][CH:18]([C:21]([CH3:24])([CH3:23])[CH3:22])[CH2:17][CH2:16]5)[C:8]=4[N:9]=3)=[CH:47][CH:48]=1)=[O:42])[CH2:35]2)=[O:32])([CH3:29])([CH3:27])[CH3:28]. Procedure: Following General N—C coupling procedure 1 trans-7-(4-tert-butyl-cyclohexyl)-2-chloro-7H-pyrrolo[2,3-d]pyrimidine-6-carboxylic acid dimethylamide (157 mg, 0.43 mmol), was combined with 3-(6-Amino-pyridine-3-carbonyl)-3,8-diaza-bicyclo[3.2.1]octane-8-carboxylic acid tert-butyl ester, which gave upon work up gave 3-{6-[7-(4-tert-Butyl-cyclohexyl)-6-dimethylcarbamoyl-7H-pyrrolo[2,3-d]pyrimidin-2-ylamino]-pyridine-3-carbonyl}-3,8-diaza-bicyclo[3.2.1]octane-8-carboxylic acid tert-butylester and was u... Procedure: 10.4 mmol (10.4 mL) of diborane (1 M solution in THF) was added dropwise in a period of 10 m at room temperature to a solution of 2-valeryl furan (2.62 g, 17.2 mmol) and 1.68 mmol (4.2 mL) of (3aR)-1,3,3-triphenyl pyrrolidino [1,2-c] [1,3,2] oxazaborole (see E. J. Corey et al. J. Am. Chem. Soc. 1987, 109, 7925-26, 0.4M solution in THF) in 25 mL THF. The reaction mixture was stirred for 20 m and was cooled to 10° C. 6 mL methanol was cautiously added and followed by adding 62 mg HCl (by weight) i... Isolated yield 70.0%. Reaction SMILES: B#B.[C:3]([C:9]1[O:10][CH:11]=[CH:12][CH:13]=1)(=[O:8])[CH2:4][CH2:5][CH2:6][CH3:7].O1C=CN=B1.Cl>C1COCC1.CCOCC.CO>[O:10]1[CH:11]=[CH:12][CH:13]=[C:9]1[C@@H:3]([OH:8])[CH2:4][CH2:5][CH2:6][CH3:7]. The product is O1C(=CC=C1)[C@H](CCCC)O ((S)-1-(2-Furyl)-1-pentanol). Run at temperature 10 celsius. The reactants are Cl (HCl), B#B (diborane), C(CCCC)(=O)C=1OC=CC1 (2-valeryl furan), O1B=NC=C1 ([1,3,2] oxazaborole). The solvent is CCOCC (ether), C1CCOC1 (THF), CO (methanol). Starting materials: C(C)N1N=CC=2C1=NC=C(C2O)C(C2=CC=C(C=C2)OC)=O (1-Ethyl-4-hydroxy-5-(4-methoxybenzoyl)-1H-pyrazolo[3,4-b]pyridine), Cl.NO (hydroxylamine hydrochloride). Solvent: N1=CC=CC=C1 (pyridine). Yields the product C(C)N1N=CC=2C1=NC=C1C2ON=C1C1=CC=C(C=C1)OC (6-Ethyl-3-(4-methoxyphenyl)-6H-isoxazolo[5,4-d]pyrazolo[3,4-b]pyridine). RXN SMILES: [CH2:1]([N:3]1[C:7]2=[N:8][CH:9]=[C:10]([C:13](=O)[C:14]3[CH:19]=[CH:18][C:17]([O:20][CH3:21])=[CH:16][CH:15]=3)[C:11]([OH:12])=[C:6]2[CH:5]=[N:4]1)[CH3:2].Cl.[NH2:24]O>N1C=CC=CC=1>[CH2:1]([N:3]1[C:7]2=[N:8][CH:9]=[C:10]3[C:13]([C:14]4[CH:19]=[CH:18][C:17]([O:20][CH3:21])=[CH:16][CH:15]=4)=[N:24][O:12][C:11]3=[C:6]2[CH:5]=[N:4]1)[CH3:2] |f:1.2|. Procedure details: 1-Ethyl-4-hydroxy-5-(4-methoxybenzoyl)-1H-pyrazolo[3,4-b]pyridine (3.60 g) was refluxed overnight in 30 ml of pyridine containing 4.0 g of hydroxylamine hydrochloride. At the end of this time the pyridine was evaporated and the residue triturated with 5% hydrochloric acid. The product obtained in this manner was chromatographed silica gel (5% methanol/dichloromethane) to remove a fluorescent impurity. Combination of the appropriate fractions and recrystallization from dichloromethane/hexane gave...